From a dataset of the Open Reaction Database (ORD), a public repository of structured organic reaction records. describe an organic reaction: reactants, conditions, products, and yield The reactants are CC(C)(C)OC(=O)CN(CC(=O)OC(C)(C)C)C(=O)Cn1ccnc1CN(CCCCCCCCCCC(=O)O)Cc1nccn1CC(=O)N(CC(=O)OC(C)(C)C)CC(=O)OC(C)(C)C, CCN=C=NCCCN(C)C, CCN(C(C)C)C(C)C, ClCCl, CC(C)(C)OC(=O)CCC(NC(=O)NC(CCCCN)C(=O)OC(C)(C)C)C(=O)OC(C)(C)C, On1nnc2ccccc21. Yields the product CC(C)(C)OC(=O)CCC(NC(=O)NC(CCCCNC(=O)CCCCCCCCCCN(Cc1nccn1CC(=O)N(CC(=O)OC(C)(C)C)CC(=O)OC(C)(C)C)Cc1nccn1CC(=O)N(CC(=O)OC(C)(C)C)CC(=O)OC(C)(C)C)C(=O)OC(C)(C)C)C(=O)OC(C)(C)C. As a reaction SMILES: [C:35]([CH3:36])([CH3:37])([CH3:38])[O:39][C:40]([CH2:41][N:42]([C:43]([CH2:44][n:45]1[c:46]([CH2:50][N:51]([CH2:52][CH2:53][CH2:54][CH2:55][CH2:56][CH2:57][CH2:58][CH2:59][CH2:60][CH2:61][C:62](=[O:63])[OH:64])[CH2:65][c:66]2[n:67]([CH2:71][C:72]([N:73]([CH2:74][C:75]([O:76][C:77]([CH3:78])([CH3:79])[CH3:80])=[O:81])[CH2:82][C:83]([O:84][C:85]([CH3:86])([CH3:87])[CH3:88])=[O:89])=[O:90])[cH:68][cH:69][n:70]2)[n:47][cH:48][cH:49]1)=[O:91])[CH2:92][C:93]([O:94][C:95]([CH3:96])([CH3:97])[CH3:98])=[O:99])=[O:100].[CH3:101][CH2:102][N:103]=[C:104]=[N:105][CH2:106][CH2:107][CH2:108][N:109]([CH3:110])[CH3:111].[CH:122]([N:123]([CH2:124][CH3:125])[CH:126]([CH3:127])[CH3:128])([CH3:129])[CH3:130].[Cl:131][CH2:132][Cl:133].[NH2:1][CH2:2][CH2:3][CH2:4][CH2:5][CH:6]([C:7](=[O:8])[O:9][C:10]([CH3:11])([CH3:12])[CH3:13])[NH:14][C:15]([NH:16][CH:17]([C:18](=[O:19])[O:20][C:21]([CH3:22])([CH3:23])[CH3:24])[CH2:25][CH2:26][C:27](=[O:28])[O:29][C:30]([CH3:31])([CH3:32])[CH3:33])=[O:34].[OH:112][n:113]1[c:114]2[c:115]([cH:116][cH:117][cH:118][cH:119]2)[n:120][n:121]1>>[NH:1]([CH2:2][CH2:3][CH2:4][CH2:5][CH:6]([C:7](=[O:8])[O:9][C:10]([CH3:11])([CH3:12])[CH3:13])[NH:14][C:15]([NH:16][CH:17]([C:18](=[O:19])[O:20][C:21]([CH3:22])([CH3:23])[CH3:24])[CH2:25][CH2:26][C:27](=[O:28])[O:29][C:30]([CH3:31])([CH3:32])[CH3:33])=[O:34])[C:62]([CH2:61][CH2:60][CH2:59][CH2:58][CH2:57][CH2:56][CH2:55][CH2:54][CH2:53][CH2:52][N:51]([CH2:50][c:46]1[n:45]([CH2:44][C:43]([N:42]([CH2:41][C:40]([O:39][C:35]([CH3:36])([CH3:37])[CH3:38])=[O:100])[CH2:92][C:93]([O:94][C:95]([CH3:96])([CH3:97])[CH3:98])=[O:99])=[O:91])[cH:49][cH:48][n:47]1)[CH2:65][c:66]1[n:67]([CH2:71][C:72]([N:73]([CH2:74][C:75]([O:76][C:77]([CH3:78])([CH3:79])[CH3:80])=[O:81])[CH2:82][C:83]([O:84][C:85]([CH3:86])([CH3:87])[CH3:88])=[O:89])=[O:90])[cH:68][cH:69][n:70]1)=[O:63]. Reactants: OS(=O)(=O)[O-].[K+] (KHSO4), [Si](C)(C)(C(C)(C)C)OCCCCCN1C(C(C2=C(C=C(C=C12)I)Br)(C1=CC2=CC=CC=C2C=C1)O)=O (1-(5-t-butyldimethylsilyloxypentyl)-4-bromo-6-iodo-3-hydroxy-3-(2-naphthyl)oxindole), n-tetrabutylammonium fluoride. Run in C1CCOC1 (THF), C1CCOC1 (THF). Reaction conditions: time 4 hour. The product is OCCCCCN1C(C(C2=C(C=C(C=C12)I)Br)(C1=CC2=CC=CC=C2C=C1)O)=O (1-(5-Hydroxypentyl)-4-bromo-6-iodo-3-hydroxy-3-(2-naphthyl)oxindole). The yield is 92.0%. RXN SMILES: [Si]([O:8][CH2:9][CH2:10][CH2:11][CH2:12][CH2:13][N:14]1[C:22]2[C:17](=[C:18]([Br:24])[CH:19]=[C:20]([I:23])[CH:21]=2)[C:16]([OH:35])([C:25]2[CH:34]=[CH:33][C:32]3[C:27](=[CH:28][CH:29]=[CH:30][CH:31]=3)[CH:26]=2)[C:15]1=[O:36])(C(C)(C)C)(C)C.OS([O-])(=O)=O.[K+]>C1COCC1>[OH:8][CH2:9][CH2:10][CH2:11][CH2:12][CH2:13][N:14]1[C:22]2[C:17](=[C:18]([Br:24])[CH:19]=[C:20]([I:23])[CH:21]=2)[C:16]([OH:35])([C:25]2[CH:34]=[CH:33][C:32]3[C:27](=[CH:28][CH:29]=[CH:30][CH:31]=3)[CH:26]=2)[C:15]1=[O:36] |f:1.2|. Procedure details: To a solution of 1-(5-t-butyldimethylsilyloxypentyl)-4-bromo-6-iodo-3-hydroxy-3-(2-naphthyl)oxindole (450 mg, 0.67 mmol) in THF (5 mL) was added 1 N n-tetrabutylammonium fluoride in THF (1 mL, 1 mmol) and the mixture was stirred for 4 h at room temperature. 5% KHSO4 was added and the mixture was extracted with ethyl acetate. The extracts were dried over MgSO4 and concentrated. The residue was purified by silica gel column chromatography with 1:1 to 0:1 hexane/ethyl acetate to give the title comp...